From a dataset of the Open Reaction Database (ORD), a public repository of structured organic reaction records. describe an organic reaction: reactants, conditions, products, and yield Reagents/catalysts: OP(=O)O.O[Mo](=O)(=O)O (phosphomolybdic acid). Procedure: Twenty grams of bakers' yeast (Sigma Chemical Company, Saccharomyces cerevisiae, type II) was suspended in a solution of 30 grams of sucrose in water in a conical flask, and the mixture was placed in an orbital shaker chamber maintained at 220 rpm and 30° C. for 30 minutes to initiate fermentation. Two grams of ethyl 2-ethyl acetoacetate was dissolved in 2 ml of 95% ethanol, the resulting solution was added to the fermenting yeast, and shaking was resumed. The reaction was followed by TLC (stain... As a reaction SMILES: C(O)[C@H]1O[C@H:6]([O:8][C@:9]2(CO)[O:13][C@H:12](CO)[C@@H:11]([OH:16])[C@@H:10]2O)[C@H:5](O)[C@@H](O)[C@@H]1O.[CH3:24][C@H:25]([C@@H](O)C)C(OCC)=O.C[C@@H]([C@@H](O)C)C(OCC)=O>O.C(O)C.S(=O)(=O)(O)O.OP(O)=O.O[Mo](O)(=O)=O>[CH2:24]([C@H:10]([C@@H:11]([OH:16])[CH3:12])[C:9]([O:8][CH2:6][CH3:5])=[O:13])[CH3:25] |f:6.7|. The product is C(C)[C@@H](C(=O)OCC)[C@H](C)O (ethyl (2R,3S)-2-ethyl-3-hydroxybutyrate). Reactants: II, C([C@@H]1[C@H]([C@@H]([C@H]([C@H](O1)O[C@]2([C@H]([C@@H]([C@H](O2)CO)O)O)CO)O)O)O)O (sucrose), C[C@@H](C(=O)OCC)[C@H](C)O (ethyl (2R,3S)-2-methyl-3-hydroxybutyrate), product, C[C@H](C(=O)OCC)[C@H](C)O (ethyl (2S,3S)-2-methyl-3-hydroxybutyrate), ethyl 2-ethyl acetoacetate. Solvent: O (water), C(C)O (ethanol), S(O)(O)(=O)=O (sulfuric acid). Run at temperature 30 celsius, time 48 hour. The reactants are ClC(=O)OCC1=CC=CC=C1 (benzyl chloroformate), Br.BrCCCN (3-bromopropylamine hydrobromide), C(C)(C)N(CC)C(C)C (diisopropylethylamine). Solvent: C1CCOC1 (THF). Reaction conditions: temperature 0 celsius, time 1 hour. Product: C(C1=CC=CC=C1)OC(=O)NCCCBr (N-Benzyloxycarbonyl-3-bromopropylamine). The yield is 62.7%. As a reaction SMILES: Br.[Br:2][CH2:3][CH2:4][CH2:5][NH2:6].Cl[C:8]([O:10][CH2:11][C:12]1[CH:17]=[CH:16][CH:15]=[CH:14][CH:13]=1)=[O:9].C(N(C(C)C)CC)(C)C>C1COCC1>[CH2:11]([O:10][C:8]([NH:6][CH2:5][CH2:4][CH2:3][Br:2])=[O:9])[C:12]1[CH:17]=[CH:16][CH:15]=[CH:14][CH:13]=1 |f:0.1|. Procedure: To a stirred suspension of 3-bromopropylamine hydrobromide (2 g, 9.14 mM) in 40 mL dry THF was added, via hypodermic syringe, benzyl chloroformate (1.64 g, 9.60 mM) at room temperature. After cooling to 0° C., diisopropylethylamine (1.6 mL, 9.20 mM) was added dropwise via syringe and the reaction mixture was allowed to stir at 0° C. for 1 hour. The crude reaction mixture was filtered over a pad of Celite and solvents were evaporated. The residue was flash chromatographed on silica gel, eluting w... The reactants are Cc1cc(Nc2cc3ccccc3c(Cl)n2)n[nH]1, OB(O)c1cn[nH]c1. Product: Cc1cc(Nc2cc3ccccc3c(-c3cn[nH]c3)n2)n[nH]1. Reaction SMILES: [Cl:1][c:2]1[n:3][c:4]([NH:12][c:13]2[n:14][nH:15][c:16]([CH3:18])[cH:17]2)[cH:5][c:6]2[cH:7][cH:8][cH:9][cH:10][c:11]12.[nH:19]1[n:20][cH:21][c:22]([B:24]([OH:25])[OH:26])[cH:23]1>>[c:2]1(-[c:22]2[cH:21][nH:20][n:19][cH:23]2)[n:3][c:4]([NH:12][c:13]2[n:14][nH:15][c:16]([CH3:18])[cH:17]2)[cH:5][c:6]2[cH:7][cH:8][cH:9][cH:10][c:11]12. Starting materials: C(C1=CC=CC=C1)OC(=O)N[C@@H](CCCNC(=O)OC(C)(C)C)C(=O)O (N2-[(benzyloxy)carbonyl]-N5-(tert-butoxycarbonyl)-L-ornithine), C(C)(C)(C)OC(NCCN)=O (tert-butyl-(2-aminoethyl)carbamate), C(CCl)Cl (EDC), C=1C=CC2=C(C1)N=NN2O (HOBt). The solvent is CN(C=O)C (dimethylformamide). Run at time 12 hour. Product: C(C1=CC=CC=C1)OC(N[C@@H](CCCNC(=O)OC(C)(C)C)C(=O)NCCNC(=O)OC(C)(C)C)=O (Benzyl{(1S)-4-[(tert-butoxycarbonyl)amino]-1-[({2-[(tert-butoxycarbonyl)amino]ethyl}amino)carbonyl]butyl}carbamate). RXN SMILES: [CH2:1]([O:8][C:9]([NH:11][C@H:12]([C:24]([OH:26])=O)[CH2:13][CH2:14][CH2:15][NH:16][C:17]([O:19][C:20]([CH3:23])([CH3:22])[CH3:21])=[O:18])=[O:10])[C:2]1[CH:7]=[CH:6][CH:5]=[CH:4][CH:3]=1.[C:27]([O:31][C:32](=[O:37])[NH:33][CH2:34][CH2:35][NH2:36])([CH3:30])([CH3:29])[CH3:28].C(Cl)CCl.C1C=CC2N(O)N=NC=2C=1>CN(C)C=O>[CH2:1]([O:8][C:9](=[O:10])[NH:11][C@H:12]([C:24]([NH:36][CH2:35][CH2:34][NH:33][C:32]([O:31][C:27]([CH3:30])([CH3:29])[CH3:28])=[O:37])=[O:26])[CH2:13][CH2:14][CH2:15][NH:16][C:17]([O:19][C:20]([CH3:21])([CH3:22])[CH3:23])=[O:18])[C:2]1[CH:3]=[CH:4][CH:5]=[CH:6][CH:7]=1. Procedure: Under argon, 300 mg (0.82 mmol) of N2-[(benzyloxy)carbonyl]-N5-(tert-butoxycarbonyl)-L-ornithine and 171 mg (1.06 mmol) of tert-butyl-(2-aminoethyl)carbamate are dissolved in 6 ml of dimethylformamide. Then, at 0° C. (ice bath), 204 mg (1.06 mmol) of EDC and 33 mg (0.25 mmol) of HOBt are added. The mixture is slowly warmed to RT and stirred at RT for 12 h. The solution is concentrated in vacuo and the residue is taken up with ethyl acetate. The organic phase is washed successively with saturated...